The task is: describe an organic reaction: reactants, conditions, products, and yield. This data is from the Open Reaction Database (ORD), a public repository of structured organic reaction records. The reactants are [O-]B([O-])Oc1ccc(N2CCOCC2)cc1, COC(=O)C1=Cc2cc(Br)ccc2SCC1, O=C([O-])[O-], CCO, [K+], [K+], O, Cc1ccccc1. Yields the product COC(=O)C1=Cc2cc(-c3ccc(N4CCOCC4)cc3)ccc2SCC1. Reaction SMILES: [B:17]([O-:18])([O-:31])[O:32][c:19]1[cH:20][cH:21][c:22]([N:25]2[CH2:26][CH2:27][O:28][CH2:29][CH2:30]2)[cH:23][cH:24]1.[Br:1][c:2]1[cH:3][cH:4][c:5]2[c:6]([cH:16]1)[CH:7]=[C:8]([C:12](=[O:13])[O:14][CH3:15])[CH2:9][CH2:10][S:11]2.[C:33](=[O:34])([O-:35])[O-:36].[CH2:40]([OH:41])[CH3:42].[K+:37].[K+:38].[OH2:39].[c:43]1([CH3:44])[cH:45][cH:46][cH:47][cH:48][cH:49]1>>[c:2]1(-[c:19]2[cH:20][cH:21][c:22]([N:25]3[CH2:26][CH2:27][O:28][CH2:29][CH2:30]3)[cH:23][cH:24]2)[cH:3][cH:4][c:5]2[c:6]([cH:16]1)[CH:7]=[C:8]([C:12](=[O:13])[O:14][CH3:15])[CH2:9][CH2:10][S:11]2. Reactants: C1CCOC1, [Li]C, CC(=O)c1ccc(S(=O)(=O)N2CCN(c3ccc(F)cc3F)CC2C)cc1. The product is CC1CN(c2ccc(F)cc2F)CCN1S(=O)(=O)c1ccc(C(C)(C)O)cc1. Reaction SMILES: [CH2:30]1[O:31][CH2:32][CH2:33][CH2:34]1.[CH3:28][Li:29].[F:1][c:2]1[c:3]([N:9]2[CH2:10][CH:11]([CH3:27])[N:12]([S:15](=[O:16])(=[O:17])[c:18]3[cH:19][cH:20][c:21]([C:24]([CH3:25])=[O:26])[cH:22][cH:23]3)[CH2:13][CH2:14]2)[cH:4][cH:5][c:6]([F:8])[cH:7]1>>[F:1][c:2]1[c:3]([N:9]2[CH2:10][CH:11]([CH3:27])[N:12]([S:15](=[O:16])(=[O:17])[c:18]3[cH:19][cH:20][c:21]([C:24]([CH3:25])([OH:26])[CH3:28])[cH:22][cH:23]3)[CH2:13][CH2:14]2)[cH:4][cH:5][c:6]([F:8])[cH:7]1. Yields the product C(C)(C)(C)OC(NC1=C(C=C(C(=C1)OC)N1C=CC=C1)NC(CC(=O)C1=CC(=CC=C1)C#N)=O)=O ({2-[3-(3-Cyano-phenyl)-3-oxo-propionylamino]-5-methoxy-4-pyrrol-1-yl-phenyl}-carbamic Acid tert.-Butyl Ester), solid. Procedure: The title compound was prepared from (2-amino-5-methoxy-4-pyrrol-1-yl-phenyl)-carbamic acid tert.-butyl ester (Example J4) (303 mg, 1.0 mmol) and 3-(2,2-dimethyl-6-oxo-6H-[1,3]dioxin-4-yl)-benzonitrile (Example L1) (252 mg, 1.1 mmol) according to the general procedure M. Obtained as an off-white solid (257 mg). The reactants are C(C)(C)(C)OC(NC1=C(C=C(C(=C1)OC)N1C=CC=C1)N)=O ((2-amino-5-methoxy-4-pyrrol-1-yl-phenyl)-carbamic acid tert.-butyl ester), CC1(OC(C=C(O1)C=1C=C(C#N)C=CC1)=O)C (3-(2,2-dimethyl-6-oxo-6H-[1,3]dioxin-4-yl)-benzonitrile). As a reaction SMILES: [C:1]([O:5][C:6](=[O:22])[NH:7][C:8]1[CH:13]=[C:12]([O:14][CH3:15])[C:11]([N:16]2[CH:20]=[CH:19][CH:18]=[CH:17]2)=[CH:10][C:9]=1[NH2:21])([CH3:4])([CH3:3])[CH3:2].CC1(C)[O:29][C:28]([C:30]2[CH:31]=[C:32]([CH:35]=[CH:36][CH:37]=2)[C:33]#[N:34])=[CH:27][C:26](=O)[O:25]1>>[C:1]([O:5][C:6](=[O:22])[NH:7][C:8]1[CH:13]=[C:12]([O:14][CH3:15])[C:11]([N:16]2[CH:20]=[CH:19][CH:18]=[CH:17]2)=[CH:10][C:9]=1[NH:21][C:26](=[O:25])[CH2:27][C:28]([C:30]1[CH:37]=[CH:36][CH:35]=[C:32]([C:33]#[N:34])[CH:31]=1)=[O:29])([CH3:4])([CH3:2])[CH3:3]. The reactants are 207d, BrCCCCCC(CO)(C1=CC=CC=C1)C (7-Bromo-2-methyl-2-phenylheptan-1-ol), O1CCCC=C1 (3,4-dihydro-2H-pyran). Reagents/catalysts: O.C1(=CC=C(C=C1)S(=O)(=O)O)C (p-toluenesulfonic acid hydrate). The product is BrCCCCCC(COC1OCCCC1)(C1=CC=CC=C1)C (2-(7-Bromo-2-methyl-2-phenylheptyloxy)-tetrahydropyran). Yield: 73.7%. As a reaction SMILES: [Br:1][CH2:2][CH2:3][CH2:4][CH2:5][CH2:6][C:7]([CH3:16])([C:10]1[CH:15]=[CH:14][CH:13]=[CH:12][CH:11]=1)[CH2:8][OH:9].[O:17]1[CH:22]=[CH:21][CH2:20][CH2:19][CH2:18]1>O.C1(C)C=CC(S(O)(=O)=O)=CC=1>[Br:1][CH2:2][CH2:3][CH2:4][CH2:5][CH2:6][C:7]([CH3:16])([C:10]1[CH:11]=[CH:12][CH:13]=[CH:14][CH:15]=1)[CH2:8][O:9][CH:18]1[CH2:19][CH2:20][CH2:21][CH2:22][O:17]1 |f:2.3|. Reported procedure: According to the method described for the synthesis of 207d, 206h (51.0 g, 179 mmol) was reacted with 3,4-dihydro-2H-pyran (18.80 g, 223 mmol) and p-toluenesulfonic acid hydrate (1.21 g, 6.36 mmol). Filtration through aluminum oxide (370 g) and concentration in vacuo afforded 207h (48.75 g, 76%) as a yellowish oil. 1H NMR (CDCl3): δ 7.35-7.17 (m, 10H), 4.53 (m, 1H), 4.49 (m, 1H), 3.82 (m, 2H), 3.79 (m, 1H), 3.68-3.60 (m, 2H), 3.45-3.35 (m, 2H), 3.32 (t, 4H, J=6.9), 1.82-1.18 (m, 28H), 1.35 (s, 6... Starting materials: CCOC(=O)c1ncn2c1CN=C(c1ccccc1)c1cc(Br)ccc1-2, CCO, [Na+], [OH-]. Yields the product O=C(O)c1ncn2c1CN=C(c1ccccc1)c1cc(Br)ccc1-2. As a reaction SMILES: [Br:1][c:2]1[cH:3][cH:4][c:5]2[c:6]([cH:26]1)[C:7]([c:20]1[cH:21][cH:22][cH:23][cH:24][cH:25]1)=[N:8][CH2:9][c:10]1[n:11]-2[cH:12][n:13][c:14]1[C:15](=[O:16])[O:17][CH2:18][CH3:19].[CH3:29][CH2:30][OH:31].[Na+:28].[OH-:27]>>[Br:1][c:2]1[cH:3][cH:4][c:5]2[c:6]([cH:26]1)[C:7]([c:20]1[cH:21][cH:22][cH:23][cH:24][cH:25]1)=[N:8][CH2:9][c:10]1[n:11]-2[cH:12][n:13][c:14]1[C:15](=[O:16])[OH:17]. Starting materials: IC1=CC=C(C=C1)C (4-iodophenylmethane), CN(C)C=O (DMF), C(C)(C)(C)C=1C=C(C=CC2=CC=C(C=C2)C=CC2=CC=C(C=C2)C=C)C=C(C1)C(C)(C)C (1-(3′5′-di-tert-butylstyryl)-4-(4′-vinylstyryl)benzene), C(=O)([O-])[O-].[K+].[K+] (K2CO3). Reagents/catalysts: [N+](CCCC)(CCCC)(CCCC)CCCC.[Br-] (n-Bu4NBr), CC(=O)[O-].CC(=O)[O-].[Pd+2] (Pd(OAc)2). The solvent is C1=CC=CC=C1 (benzene). Conditions: temperature 90 celsius. Product: C(C)(C)(C)C=1C=C(C=CC2=CC=C(C=CC3=CC=C(C=C3)C=CC3=CC=CC=C3)C=C2)C=C(C1)C(C)(C)C (4-(4′-(3″, 5″-Di-tert-butylstyryl)styryl)stilbene). Yield: 71.0%. RXN SMILES: I[C:2]1[CH:7]=[CH:6][C:5](C)=[CH:4][CH:3]=1.[C:9]([C:13]1[CH:14]=[C:15]([CH:34]=[C:35]([C:37]([CH3:40])([CH3:39])[CH3:38])[CH:36]=1)[CH:16]=[CH:17][C:18]1[CH:23]=[CH:22][C:21]([CH:24]=[CH:25][C:26]2[CH:31]=[CH:30][C:29]([CH:32]=[CH2:33])=[CH:28][CH:27]=2)=[CH:20][CH:19]=1)([CH3:12])([CH3:11])[CH3:10].C([O-])([O-])=O.[K+].[K+].CN(C=O)C>[N+](CCCC)(CCCC)(CCCC)CCCC.[Br-].C1C=CC=CC=1.CC([O-])=O.CC([O-])=O.[Pd+2]>[C:9]([C:13]1[CH:14]=[C:15]([CH:34]=[C:35]([C:37]([CH3:40])([CH3:39])[CH3:38])[CH:36]=1)[CH:16]=[CH:17][C:18]1[CH:23]=[CH:22][C:21]([CH:24]=[CH:25][C:26]2[CH:27]=[CH:28][C:29]([CH:32]=[CH:33][C:2]3[CH:7]=[CH:6][CH:5]=[CH:4][CH:3]=3)=[CH:30][CH:31]=2)=[CH:20][CH:19]=1)([CH3:12])([CH3:10])[CH3:11] |f:2.3.4,6.7,9.10.11|. Procedure: A 50 mL round bottom flask was charged with a Teflon coated stir bar, 4-iodophenylmethane (408 mg, 2.0 mmol), 1-(3′5′-di-tert-butylstyryl)-4-(4′-vinylstyryl)benzene (0.84 g, 2.0 mmol), Pd(OAc)2 (22.45 mg, 0.1 mmol), K2CO3 (690 mg, 5.0 mmol), n-Bu4NBr (665 mg, 2.0 mmol) and DMF (16 mL). The mixture was degassed with 4 freeze-pump-thaw cycles and heated at 90° C. for 48 hours. The reaction was cooled to room temperature, diluted with CH2Cl2, washed with brine, dried over MgSO4 and the solvent was ...